This data is from the Open Reaction Database (ORD), a public repository of structured organic reaction records. The task is: describe an organic reaction: reactants, conditions, products, and yield Starting materials: BrC1=CC2=C(CC(N(N=C2C2=CC=C(C=C2)[N+](=O)[O-])C(C(F)(F)F)=O)C)C=C1 (8-bromo-4-methyl-1-(4-nitrophenyl)-3-trifluoroacetyl-4,5-dihydro-3H-2,3-benzodiazepine), C(CC)(=O)OC(CC)=O (propionic anhydride). Yields the product BrC1=CC2=C(CC(N(N=C2C2=CC=C(C=C2)[N+](=O)[O-])C(CC)=O)C)C=C1 (8-Bromo-4-methyl-1-(4-nitrophenyl)-3-propionyl-4,5-dihydro-3H-2,3-benzodiazepine). Yield: 70.0%. Reaction SMILES: [Br:1][C:2]1[CH:28]=[CH:27][C:5]2[CH2:6][CH:7]([CH3:26])[N:8]([C:20](=[O:25])[C:21](F)(F)F)[N:9]=[C:10]([C:11]3[CH:16]=[CH:15][C:14]([N+:17]([O-:19])=[O:18])=[CH:13][CH:12]=3)[C:4]=2[CH:3]=1.[C:29](OC(=O)CC)(=O)CC>>[Br:1][C:2]1[CH:28]=[CH:27][C:5]2[CH2:6][CH:7]([CH3:26])[N:8]([C:20](=[O:25])[CH2:21][CH3:29])[N:9]=[C:10]([C:11]3[CH:16]=[CH:15][C:14]([N+:17]([O-:19])=[O:18])=[CH:13][CH:12]=3)[C:4]=2[CH:3]=1. Procedure: 1.33 g (3.7 mmoles) of 8-bromo-4-methyl-1-(4-nitrophenyl)-3-trifluoroacetyl-4,5-dihydro-3H-2,3-benzodiazepine (prepared in Example 22, Step D) are acylated with propionic anhydride using the method of Example 1. The crude product is purified by chromatography over a silicagel column that is eluted with a mixture of hexane and ethyl acetate in a ratio of 9:1. Thus, 1.07 g (70%) of the title compound are obtained. M.p.: 178°-180° C. The product is C(C1=CC=CC=C1)SC=1C=C(C=CC1)C(C(CCC(=O)OCC)C1=C(C=CC=C1)C)=O (ethyl (RS)-5-(3-benzylthiophenyl)-4-(2-methylphenyl)-5-oxopentanoate). Reagents/catalysts: C1=CC=C(C=C1)P(C2=CC=CC=C2)C3=CC=CC=C3.C1=CC=C(C=C1)P(C2=CC=CC=C2)C3=CC=CC=C3.Cl[Pd]Cl (bis(triphenylphosphine)palladium (II) chloride), C=1C=CC(=CC1)[P](C=2C=CC=CC2)(C=3C=CC=CC3)[Pd]([P](C=4C=CC=CC4)(C=5C=CC=CC5)C=6C=CC=CC6)([P](C=7C=CC=CC7)(C=8C=CC=CC8)C=9C=CC=CC9)[P](C=1C=CC=CC1)(C=1C=CC=CC1)C=1C=CC=CC1 (tetrakis(triphenylphosphine)palladium). Procedure details: A mixture of methyl (RS)-5-(3-iodophenyl)-4-(2-methylphenyl)-5-oxopentanoate (1.7 g), bis(triphenylphosphine)palladium (II) chloride (0.1 g), tetrakis(triphenylphosphine)palladium (0) (0.13 g) and benzylthiotrimethylstannane (1.17 g) in toluene (37 mL) is heated at reflux for 24 hours. The reaction mixture is washed twice with 10% aqueous potassium fluoride (20 mL), with water (20 mL), dried over magnesium sulphate and evaporated. The residue (2.87 g) is purified by flash chromatography on silic... RXN SMILES: I[C:2]1[CH:3]=[C:4]([C:8](=[O:23])[CH:9]([C:16]2[CH:21]=[CH:20][CH:19]=[CH:18][C:17]=2[CH3:22])[CH2:10][CH2:11][C:12]([O:14][CH3:15])=[O:13])[CH:5]=[CH:6][CH:7]=1.[CH2:24]([S:31][Sn](C)(C)C)[C:25]1[CH:30]=[CH:29][CH:28]=[CH:27][CH:26]=1.[C:36]1(C)C=CC=CC=1>C1C=CC(P(C2C=CC=CC=2)C2C=CC=CC=2)=CC=1.C1C=CC(P(C2C=CC=CC=2)C2C=CC=CC=2)=CC=1.Cl[Pd]Cl.C1C=CC([P]([Pd]([P](C2C=CC=CC=2)(C2C=CC=CC=2)C2C=CC=CC=2)([P](C2C=CC=CC=2)(C2C=CC=CC=2)C2C=CC=CC=2)[P](C2C=CC=CC=2)(C2C=CC=CC=2)C2C=CC=CC=2)(C2C=CC=CC=2)C2C=CC=CC=2)=CC=1>[CH2:24]([S:31][C:2]1[CH:3]=[C:4]([C:8](=[O:23])[CH:9]([C:16]2[CH:21]=[CH:20][CH:19]=[CH:18][C:17]=2[CH3:22])[CH2:10][CH2:11][C:12]([O:14][CH2:15][CH3:36])=[O:13])[CH:5]=[CH:6][CH:7]=1)[C:25]1[CH:30]=[CH:29][CH:28]=[CH:27][CH:26]=1 |f:3.4.5,^1:87,89,108,127|. Reactants: IC=1C=C(C=CC1)C(C(CCC(=O)OC)C1=C(C=CC=C1)C)=O (methyl (RS)-5-(3-iodophenyl)-4-(2-methylphenyl)-5-oxopentanoate), C(C1=CC=CC=C1)S[Sn](C)(C)C (benzylthiotrimethylstannane), C1(=CC=CC=C1)C (toluene). RXN SMILES: [CH3:1][C:2]([CH3:3])([CH3:4])[c:5]1[cH:6][cH:7][c:8]([CH2:20][O:21][c:22]2[cH:23][cH:24][c:25]([CH:28]([CH2:29][C:30](=[O:31])[O:32][CH3:33])[C:34]#[C:35][CH3:36])[cH:26][cH:27]2)[cH:9][c:10]1-[c:11]1[c:12]([F:19])[cH:13][cH:14][c:15]([O:17][CH3:18])[cH:16]1.[CH3:37][CH2:38][O:39][C:40]([CH3:41])=[O:42].[H:53][H:54].[cH:43]1[cH:44][c:45]2[c:46]([n:47][cH:48][cH:49][cH:50]2)[cH:51][cH:52]1>>[CH3:1][C:2]([CH3:3])([CH3:4])[c:5]1[cH:6][cH:7][c:8]([CH2:20][O:21][c:22]2[cH:23][cH:24][c:25]([CH:28]([CH2:29][C:30](=[O:31])[O:32][CH3:33])[CH:34]=[CH:35][CH3:36])[cH:26][cH:27]2)[cH:9][c:10]1-[c:11]1[c:12]([F:19])[cH:13][cH:14][c:15]([O:17][CH3:18])[cH:16]1. The product is CC=CC(CC(=O)OC)c1ccc(OCc2ccc(C(C)(C)C)c(-c3cc(OC)ccc3F)c2)cc1. Reactants: CC#CC(CC(=O)OC)c1ccc(OCc2ccc(C(C)(C)C)c(-c3cc(OC)ccc3F)c2)cc1, CCOC(C)=O, [H][H], c1ccc2ncccc2c1. Reactants: ClC(Cl)(Cl)Cl (tetrachloromethane), I(=O)(=O)(=O)[O-].[Na+] (sodium periodate), C(C)#N (acetonitrile), COCCOCOCCCCCCCC[C@H]1[C@@H](O1)CO ((2S,3S)-(-)-3-[8-(methoxyethoxymethoxy)octyl]-2-hydroxymethyloxirane). The reagents and catalysts are O.O.O.[Ru](Cl)(Cl)Cl (ruthenium(III) chloride trihydrate). Run in O (water). Reaction conditions: time 8 hour. Product: COCCOCOCCCCCCCC[C@H]1[C@@H](O1)C(=O)O ((2R, 3S )-(-)-3- [8-(methoxyethoxymethoxy)octyl]oxirane-2-carboxylic acid). Reaction SMILES: ClC(Cl)(Cl)Cl.C(#N)C.[CH3:9][O:10][CH2:11][CH2:12][O:13][CH2:14][O:15][CH2:16][CH2:17][CH2:18][CH2:19][CH2:20][CH2:21][CH2:22][CH2:23][C@@H:24]1[O:26][C@H:25]1[CH2:27][OH:28].I([O-])(=O)(=O)=[O:30].[Na+]>O.O.O.[Ru](Cl)(Cl)Cl.O>[CH3:9][O:10][CH2:11][CH2:12][O:13][CH2:14][O:15][CH2:16][CH2:17][CH2:18][CH2:19][CH2:20][CH2:21][CH2:22][CH2:23][C@@H:24]1[O:26][C@H:25]1[C:27]([OH:30])=[O:28] |f:3.4,5.6.7.8|. Reported procedure: 2.5 ml of tetrachloromethane, 2.5 ml of acetonitrile, 3.9 ml of water, 1.5 mmol of the alcohol 5, 4.5 mmol of sodium periodate and 5 mol % of ruthenium(III) chloride trihydrate are combined in this sequence, and the mixture is stirred overnight at room temperature. The batch is evaporated, and the residue is taken up in 10 ml of saturated NaCl solution and 8 ml of CH2Cl2. The phases are separated, the aqueous phase is extracted with CH2Cl2, the combined organic phases are washed with saturated N... Starting materials: N#CCBr, O=C([O-])[O-], CN(C)C=O, [K+], [K+], CC(C)(C)OC(=O)N1CCNCC1. As a reaction SMILES: [Br:20][CH2:21][C:22]#[N:23].[C:14](=[O:15])([O-:16])[O-:17].[CH3:24][N:25]([CH3:26])[CH:27]=[O:28].[K+:18].[K+:19].[N:1]1([C:7](=[O:8])[O:9][C:10]([CH3:11])([CH3:12])[CH3:13])[CH2:2][CH2:3][NH:4][CH2:5][CH2:6]1>>[N:1]1([C:7](=[O:8])[O:9][C:10]([CH3:11])([CH3:12])[CH3:13])[CH2:2][CH2:3][N:4]([CH2:21][C:22]#[N:23])[CH2:5][CH2:6]1. The product is CC(C)(C)OC(=O)N1CCN(CC#N)CC1.